This data is from the Open Reaction Database (ORD), a public repository of structured organic reaction records. The task is: describe an organic reaction: reactants, conditions, products, and yield Starting materials: ClC1=C(C=CC(=C1F)[N+](=O)[O-])O (2-chloro-3-fluoro-4-nitrophenol), CO (MeOH), [NH4+].[Cl-] (NH4Cl). The reagents and catalysts are [Zn] (zinc). The solvent is C1CCOC1 (THF). Reaction conditions: time 2 hour. Product: NC1=C(C(=C(C=C1)O)Cl)F (4-amino-2-chloro-3-fluorophenol). The yield is 75.7%. Reaction SMILES: [Cl:1][C:2]1[C:7]([F:8])=[C:6]([N+:9]([O-])=O)[CH:5]=[CH:4][C:3]=1[OH:12].CO.[NH4+].[Cl-]>[Zn].C1COCC1>[NH2:9][C:6]1[CH:5]=[CH:4][C:3]([OH:12])=[C:2]([Cl:1])[C:7]=1[F:8] |f:2.3|. Reported procedure: A 0° C. solution of 2-chloro-3-fluoro-4-nitrophenol (25 g, 130.9 mmol) in 1:1 MeOH and THF (400 mL) was treated with NH4Cl (70 g, 1.3 mol), followed by the portion-wise addition of zinc (83.2 g, 1.3 mol), then warmed to RT and stirred for 2 h. The solids were removed via filtration, the filtrate concentrated to dryness and the residue was dissolved in EtOAc, washed with brine, dried over Na2SO4 and concentrated to afford 4-amino-2-chloro-3-fluorophenol (16 g, 76%). 1H-NMR (400 MHz, DMSO-d6): δ 9...